Dataset: the Open Reaction Database (ORD), a public repository of structured organic reaction records. Task: describe an organic reaction: reactants, conditions, products, and yield Reactants: FC=1C=C(C=C(C1F)F)C1CCC(CC1)=O (4-(3',4',5'-trifluorophenyl)cyclohexanone), O (water), triethyl phosphonoacetate, CC(C)([O-])C.[K+] (potassium-t-butoxide). Solvent: C1CCOC1 (THF), C1CCOC1 (THF). Yields the product C(C)OC(=O)C=C1CCCCC1 (ethoxycarbonylmethylenecyclohexane). RXN SMILES: [CH3:1][C:2](C)([O-:4])C.[K+].FC1C=[C:10]([CH:16]2[CH2:21][CH2:20][C:19](=O)[CH2:18][CH2:17]2)[CH:11]=C(F)C=1F.[OH2:23]>C1COCC1>[CH2:2]([O:4][C:11]([CH:10]=[C:16]1[CH2:17][CH2:18][CH2:19][CH2:20][CH2:21]1)=[O:23])[CH3:1] |f:0.1|. Procedure: A suspension of triethyl phosphonoacetate (21.8 g) in THF (50 ml) was stirred in a nitrogen gas stream, followed by adding potassium-t-butoxide (11.8 g) little by little at room temperature, stirring the reaction solution at room temperature for one hour, dropwise adding a solution of 4-(3',4',5'-trifluorophenyl)cyclohexanone (20 g) in THF (50 ml), stirring at room temperature for 2 hours, adding to water (100 ml), extracting with ethyl acetate (100 ml), washing the organic layer with water, dry... Starting materials: BrC1=CC=C(C#N)C=C1 (4-Bromobenzonitrile), [N-]=[N+]=[N-].[Na+] (sodium azide), [NH4+].[Cl-] (NH4Cl). Run in CN(C)C=O (DMF). Product: BrC1=CC=C(C=C1)C=1N=NNN1 (5-(4-bromophenyl)-2H-tetrazole). The yield is 76.0%. As a reaction SMILES: [Br:1][C:2]1[CH:9]=[CH:8][C:5]([C:6]#[N:7])=[CH:4][CH:3]=1.[N-:10]=[N+:11]=[N-:12].[Na+].[NH4+].[Cl-]>CN(C=O)C>[Br:1][C:2]1[CH:9]=[CH:8][C:5]([C:6]2[N:10]=[N:11][NH:12][N:7]=2)=[CH:4][CH:3]=1 |f:1.2,3.4|. Reported procedure: 4-Bromobenzonitrile (20 g, 110 mmol), sodium azide (7.9 g, 121 mmol) and NH4Cl (6.5 g, 121 mmol) in DMF (340 mL) were heated at 90° C. under argon. After 2 days the reaction mixture was concentrated and then diluted with water (300 mL). After adding enough 1M NAOH to render the mixture basic (litmus paper) it was washed with ether (4×25 mL). The aqueous portion was acidified to pH 3 with 1N HCl, the precipitated product was collected by suction filtration and then washed with water. The crude pr... Starting materials: NC1[C@@H]2N(C(=C(CS2)C(CCNC(=O)N)SC2=NN=NN2)C(=O)O)C1=O (7-amino-3-[1-(2-ureidoethyl)tetrazol-5-ylthiomethyl]-3-cephem-4-carboxylic acid), [OH-].[Na+] (sodium hydroxide), C([O-])(O)=O.[Na+] (sodium bicarbonate), CCC(=S)Cl (methylthioacetyl chloride). The solvent is CC(=O)C (acetone), CC(=O)C (acetone). Reaction conditions: time 20 minute. Product: CCC(=S)NC1[C@@H]2N(C(=C(CS2)C(CCNC(=O)N)SC2=NN=NN2)C(=O)O)C1=O (7-Methylthioacetamido-3-[1-(2-ureidoethyl)tetrazol-5-ylthiomethyl]-3-cephem-4-carboxylic acid). RXN SMILES: [NH2:1][CH:2]1[C:25](=[O:26])[N:4]2[C:5]([C:22]([OH:24])=[O:23])=[C:6]([CH:9]([S:16][C:17]3[NH:21][N:20]=[N:19][N:18]=3)[CH2:10][CH2:11][NH:12][C:13]([NH2:15])=[O:14])[CH2:7][S:8][C@H:3]12.C(=O)(O)[O-].[Na+].[CH3:32][CH2:33][C:34](Cl)=[S:35].[OH-].[Na+]>CC(C)=O>[CH3:32][CH2:33][C:34]([NH:1][CH:2]1[C:25](=[O:26])[N:4]2[C:5]([C:22]([OH:24])=[O:23])=[C:6]([CH:9]([S:16][C:17]3[NH:18][N:19]=[N:20][N:21]=3)[CH2:10][CH2:11][NH:12][C:13]([NH2:15])=[O:14])[CH2:7][S:8][C@H:3]12)=[S:35] |f:1.2,4.5|. Procedure: To a stirred, cooled (-20°) solution of 10.4 g. (0.026 mol.) of 7-amino-3-[1-(2-ureidoethyl)tetrazol-5-ylthiomethyl]-3-cephem-4-carboxylic acid in 220 ml. of 3% sodium bicarbonate and 220 ml. of acetone is added dropwise a solution of 3.66 g. (0.029 mol.) of methylthioacetyl chloride in 52 ml. of acetone, during which time the pH of the reaction mixture is maintained at 8.0 by addition of 10% sodium hydroxide. After addition the reaction mixture is stirred an additional 20 minutes at -15°, then ... Starting materials: CN(C)C=O (DMF), compound, C1(C=2C(C(N1)=O)=CC=CC2)=O.[K] (potassium phthalimide). The solvent is O (water). Run at temperature 60 celsius. The product is C1(C=2C(C(N1)=O)=CC=CC2)=O (Phthalimide). Yield: 14.0%. Reaction SMILES: CN(C=O)C.[C:6]1(=[O:16])[NH:10][C:9](=[O:11])[C:8]2=[CH:12][CH:13]=[CH:14][CH:15]=[C:7]12.[K]>O>[C:6]1(=[O:16])[NH:10][C:9](=[O:11])[C:8]2=[CH:12][CH:13]=[CH:14][CH:15]=[C:7]12 |f:1.2,^1:16|. Procedure: To a DMF (10 mL) solution of the above compound (0.060 g, 0.12 mmol) was added potassium phthalimide (0.046 g, 0.25 mmol) and the reaction was heated to 60° C. After heating for 20 hr the solution was cooled to RT and poured into water (40 mL), extracted with EtOAc (3×20 mL), and the organics were washed with water and brine. After drying over MgSO4, the organics were concentrated to an orange solid, then purified by silica gel column chromatography. The desired phthalimide was eluted from the c... Starting materials: CS(C)=O, CO, ClCCl, CNc1ncc(-c2nc(N3CCOCC3)c3nc(Cl)n(CC4CC4)c3n2)cn1, CS(=O)(=O)N1CCNCC1. The product is CNc1ncc(-c2nc(N3CCOCC3)c3nc(N4CCN(S(C)(=O)=O)CC4)n(CC4CC4)c3n2)cn1. RXN SMILES: [CH3:1][S:2](=[O:3])[CH3:4].[CH3:43][OH:44].[Cl:45][CH2:46][Cl:47].[Cl:5][c:6]1[n:7]([CH2:29][CH:30]2[CH2:31][CH2:32]2)[c:8]2[n:9][c:10](-[c:21]3[cH:22][n:23][c:24]([NH:27][CH3:28])[n:25][cH:26]3)[n:11][c:12]([N:15]3[CH2:16][CH2:17][O:18][CH2:19][CH2:20]3)[c:13]2[n:14]1.[S:33](=[O:34])(=[O:35])([CH3:36])[N:37]1[CH2:38][CH2:39][NH:40][CH2:41][CH2:42]1>>[c:6]1([N:40]2[CH2:39][CH2:38][N:37]([S:33](=[O:34])(=[O:35])[CH3:36])[CH2:42][CH2:41]2)[n:7]([CH2:29][CH:30]2[CH2:31][CH2:32]2)[c:8]2[n:9][c:10](-[c:21]3[cH:22][n:23][c:24]([NH:27][CH3:28])[n:25][cH:26]3)[n:11][c:12]([N:15]3[CH2:16][CH2:17][O:18][CH2:19][CH2:20]3)[c:13]2[n:14]1. Reactants: CCOC(C)OC1OC=C(C(=O)OC)C2CC=C(CF)C12, Cl, C1CCOC1, O. The product is COC(=O)C1=COC(O)C2C(CF)=CCC12. RXN SMILES: [CH3:1][O:2][C:3](=[O:4])[C:5]1=[CH:10][O:9][CH:8]([O:11][CH:12]([O:13][CH2:14][CH3:15])[CH3:16])[CH:7]2[CH:6]1[CH2:19][CH:18]=[C:17]2[CH2:20][F:21].[ClH:22].[O:24]1[CH2:25][CH2:26][CH2:27][CH2:28]1.[OH2:23]>>[CH3:1][O:2][C:3](=[O:4])[C:5]1=[CH:10][O:9][CH:8]([OH:11])[CH:7]2[CH:6]1[CH2:19][CH:18]=[C:17]2[CH2:20][F:21]. Reactants: [Ca+2], S=C(Cl)Cl, Nc1ncccc1-c1ccccc1, O=C([O-])[O-], O. Yields the product S=C=Nc1ncccc1-c1ccccc1. RXN SMILES: [Ca+2:14].[Cl:19][C:20]([Cl:21])=[S:22].[NH2:1][c:2]1[n:3][cH:4][cH:5][cH:6][c:7]1-[c:8]1[cH:9][cH:10][cH:11][cH:12][cH:13]1.[O-:15][C:16](=[O:17])[O-:18].[OH2:23]>>[N:1]([c:2]1[n:3][cH:4][cH:5][cH:6][c:7]1-[c:8]1[cH:9][cH:10][cH:11][cH:12][cH:13]1)=[C:20]=[S:22]. Starting materials: BrC1=CC=C(C=C1)C1(CCC(CC1)=CC(=O)OC)CO (methyl 2-(4-(4-bromophenyl)-4-(hydroxymethyl)cyclohexylidene)acetate), [H-].[Na+] (sodium hydride). Run in O1CCOCC1 (1,4-dioxane). Reaction conditions: time 10 minute. Product: BrC1=CC=C(C=C1)C12COC(CC1)(CC2)CC(=O)OC (methyl 2-(4-(4-bromophenyl)-2-oxabicyclo[2.2.2]octan-1-yl)acetate). Isolated yield 78.0%. Reaction SMILES: [Br:1][C:2]1[CH:7]=[CH:6][C:5]([C:8]2([CH2:19][OH:20])[CH2:13][CH2:12][C:11](=[CH:14][C:15]([O:17][CH3:18])=[O:16])[CH2:10][CH2:9]2)=[CH:4][CH:3]=1.[H-].[Na+]>O1CCOCC1>[Br:1][C:2]1[CH:3]=[CH:4][C:5]([C:8]23[CH2:9][CH2:10][C:11]([CH2:14][C:15]([O:17][CH3:18])=[O:16])([CH2:12][CH2:13]2)[O:20][CH2:19]3)=[CH:6][CH:7]=1 |f:1.2|. Procedure details: To a round bottom flask containing methyl 2-(4-(4-bromophenyl)-4-(hydroxymethyl)cyclohexylidene)acetate (4.36 g, 12.85 mmol) was added 1,4-dioxane (161 ml). The clear solution was cooled in an ice-bath and sodium hydride (0.67 g, 16.75 mmol) was then added portion-wise. After the addition, the mixture was warmed to room temperature and stirred for 10 minutes. After 10 minutes of stirring, the content was heated to 100° C. in an oil bath (with a reflux condenser) for 30 minutes. The reaction mixt... Reactants: C(#CC)C=1C=CC(=NC1)C(=O)OC (methyl 5-(prop-1-yn-1-yl)picolinate), [OH-].[Na+] (sodium hydroxide), Cl (Hydrogen chloride). Solvent: O1CCCC1 (tetrahydrofuran). Run at time 1.5 hour. The product is C(#CC)C=1C=CC(=NC1)C(=O)O (5-(prop-1-yn-1-yl)picolinic acid). As a reaction SMILES: [C:1]([C:4]1[CH:5]=[CH:6][C:7]([C:10]([O:12]C)=[O:11])=[N:8][CH:9]=1)#[C:2][CH3:3].[OH-].[Na+].Cl>O1CCCC1>[C:1]([C:4]1[CH:5]=[CH:6][C:7]([C:10]([OH:12])=[O:11])=[N:8][CH:9]=1)#[C:2][CH3:3] |f:1.2|. Procedure details: To a solution of methyl 5-(prop-1-yn-1-yl)picolinate (0.18 g, 1.05 mmol) in tetrahydrofuran (3.48 ml) was added sodium hydroxide 1.0 N solution (1.05 mL, 1.045 mmol, Sigma). The reaction was stirred for 1.5 hours at room temperature. Hydrogen chloride (4.0M solution in 1,4-dioxane; 0.26 ml, 1.05 mmol, Sigma Aldrich) was added and the reaction stirred for an additional 10 minutes. The reaction was concentrated in vacuo to provide 5-(prop-1-yn-1-yl)picolinic acid as a light yellow solid. The mater...